This data is from the Open Reaction Database (ORD), a public repository of structured organic reaction records. The task is: describe an organic reaction: reactants, conditions, products, and yield Starting materials: C(C)OC(CN1N=CC=2[C@@H](CCCC12)N(C)S(=O)(=O)C1=CC(=C(C=C1)F)Cl)=O ({(R)-4-[(3-chloro-4-fluoro-benzenesulfonyl)-methyl-amino]-4,5,6,7-tetrahydro-indazol-1-yl}-acetic acid ethyl ester), C1(CCCC1)O (cyclopentanol). Yields the product C(C)OC(CN1N=CC=2[C@@H](CCCC12)N(C)S(=O)(=O)C1=CC(=C(C=C1)OC1CCCC1)Cl)=O ({(R)-4-[(3-chloro-4-cyclopentyloxy-benzenesulfonyl)-methyl-amino]-4,5,6,7-tetrahydro-indazol-1-yl}-acetic acid ethyl ester). RXN SMILES: [CH2:1]([O:3][C:4](=[O:28])[CH2:5][N:6]1[C:14]2[CH2:13][CH2:12][CH2:11][C@@H:10]([N:15]([S:17]([C:20]3[CH:25]=[CH:24][C:23](F)=[C:22]([Cl:27])[CH:21]=3)(=[O:19])=[O:18])[CH3:16])[C:9]=2[CH:8]=[N:7]1)[CH3:2].[CH:29]1([OH:34])[CH2:33][CH2:32][CH2:31][CH2:30]1>>[CH2:1]([O:3][C:4](=[O:28])[CH2:5][N:6]1[C:14]2[CH2:13][CH2:12][CH2:11][C@@H:10]([N:15]([S:17]([C:20]3[CH:25]=[CH:24][C:23]([O:34][CH:29]4[CH2:33][CH2:32][CH2:31][CH2:30]4)=[C:22]([Cl:27])[CH:21]=3)(=[O:19])=[O:18])[CH3:16])[C:9]=2[CH:8]=[N:7]1)[CH3:2]. Procedure: Starting with {(R)-4-[(3-chloro-4-fluoro-benzenesulfonyl)-methyl-amino]-4,5,6,7-tetrahydro-indazol-1-yl}-acetic acid ethyl ester and cyclopentanol using the method analogous to the one described above for example 3-1, {(R)-4-[(3-chloro-4-cyclopentyloxy-benzenesulfonyl)-methyl-amino]-4,5,6,7-tetrahydro-indazol-1-yl}-acetic acid ethyl ester was obtained. MS cald. for C23H30ClN3O5S 495, obsd. (ESI+) [(M+H)+] 496. Starting materials: ClC(C#C)(C)C (3-chloro-3-methyl-1-butyne), IC1=CC=C(C=C1)O (4-iodophenol), [OH-].[Na+] (sodium hydroxide). Reagents/catalysts: S(=O)(=O)(O)[O-].C(CCC)[N+](CCCC)(CCCC)CCCC (tetrabutylammonium hydrogen sulfate). Solvent: C(Cl)Cl (methylene chloride), O (water). Product: CC(C#C)(C)OC1=CC=C(C=C1)I (1-((1,1-Dimethyl-2-propynyl)oxy)-4-iodobenzene). Isolated yield 29.5%. Reaction SMILES: Cl[C:2]([CH3:6])([CH3:5])[C:3]#[CH:4].[I:7][C:8]1[CH:13]=[CH:12][C:11]([OH:14])=[CH:10][CH:9]=1.[OH-].[Na+]>S([O-])(O)(=O)=O.C([N+](CCCC)(CCCC)CCCC)CCC.C(Cl)Cl.O>[CH3:5][C:2]([O:14][C:11]1[CH:12]=[CH:13][C:8]([I:7])=[CH:9][CH:10]=1)([CH3:6])[C:3]#[CH:4] |f:2.3,4.5|. Reported procedure: A solution of 3-chloro-3-methyl-1-butyne (10.0 g, 97.9 mmol), 4-iodophenol (15.0 g, 68.4 mmol), sodium hydroxide (3.90 g, 97.5 mmol) and tetrabutylammonium hydrogen sulfate (9.33 g, 27.5 mmol) in methylene chloride (50 mL) and water (50 mL) was stirred for 19 days at room temperature. After separating the two layers, the organic layer was washed with 1 N sodium hydroxide followed by water, dried over magnesium sulfate and concentrated in vacuo. The residue was dissolved in ethyl acetate and wash... The reactants are C(C=C)OC(=O)N1[C@@H](C[C@H](C1)OS(=O)(=O)C)CCOS(=O)(=O)C ((2R,4R)-1-Allyloxycarbonyl-4-methanesulfonyloxy-2-(2methanesulfonyloxyethyl)pyrrolidine), C(#N)C=1N=CNC1 (4-cyanoimidazole), CC(C)([O-])C.[K+] (potassium t-butoxide). The product is C(C=C)OC(=O)N1[C@@H](C[C@H](C1)OS(=O)(=O)C)CCN1C=NC(=C1)C#N ((2R,4R)-1-allyloxycarbonyl-2-[2-(4-cyanoimidazol-1-yl)ethyl]-4-methanesulfonyloxypyrrolidine). The yield is 39.4%. RXN SMILES: [CH2:1]([O:4][C:5]([N:7]1[CH2:11][C@H:10]([O:12][S:13]([CH3:16])(=[O:15])=[O:14])[CH2:9][C@H:8]1[CH2:17][CH2:18]OS(C)(=O)=O)=[O:6])[CH:2]=[CH2:3].[C:24]([C:26]1[N:27]=[CH:28][NH:29][CH:30]=1)#[N:25].CC(C)([O-])C.[K+]>>[CH2:1]([O:4][C:5]([N:7]1[CH2:11][C@H:10]([O:12][S:13]([CH3:16])(=[O:14])=[O:15])[CH2:9][C@H:8]1[CH2:17][CH2:18][N:29]1[CH:30]=[C:26]([C:24]#[N:25])[N:27]=[CH:28]1)=[O:6])[CH:2]=[CH2:3] |f:2.3|. Reported procedure: (2R,4R)-1-Allyloxycarbonyl-4-methanesulfonyloxy-2-(2methanesulfonyloxyethyl)pyrrolidine (36.1 g) was reacted with 4-cyanoimidazole (10.0 g) and potassium t-butoxide (12.0 g) in substantially the same manner as Preparation 10-3) to give (2R,4R)-1-allyloxycarbonyl-2-[2-(4-cyanoimidazol-1-yl)ethyl]-4-methanesulfonyloxypyrrolidine (14.1 g) as a yellow paste. Reactants: CC(=O)Oc1ccc(OC2CCCCO2)c2c1CCC(=O)N2, CO. Yields the product O=C1CCc2c(O)ccc(OC3CCCCO3)c2N1. Reaction SMILES: [C:1](=[O:2])([CH3:3])[O:4][c:5]1[c:6]2[c:11]([c:12]([O:15][CH:16]3[O:17][CH2:18][CH2:19][CH2:20][CH2:21]3)[cH:13][cH:14]1)[NH:10][C:9](=[O:22])[CH2:8][CH2:7]2.[CH3:23][OH:24]>>[OH:4][c:5]1[c:6]2[c:11]([c:12]([O:15][CH:16]3[O:17][CH2:18][CH2:19][CH2:20][CH2:21]3)[cH:13][cH:14]1)[NH:10][C:9](=[O:22])[CH2:8][CH2:7]2.